Dataset: the Open Reaction Database (ORD), a public repository of structured organic reaction records. Task: describe an organic reaction: reactants, conditions, products, and yield Reactants: O=C(O)Cc1ccc2c(c1)S(=O)(=O)c1ccccc1CC2=O, O=C(O)c1ccc2c(c1)Sc1ccccc1C=C2. Yields the product O=C1Cc2ccccc2S(=O)(=O)c2cc(CCO)ccc21. As a reaction SMILES: [O:1]=[C:2]1[c:3]2[c:4]([cH:15][c:16]([CH2:19][C:20](=[O:21])[OH:22])[cH:17][cH:18]2)[S:5](=[O:13])(=[O:14])[c:6]2[c:7]([cH:9][cH:10][cH:11][cH:12]2)[CH2:8]1.[cH:23]1[c:24]2[c:34]([cH:35][c:36]([C:37]([OH:38])=[O:39])[cH:40]1)[S:33][c:32]1[c:27]([cH:28][cH:29][cH:30][cH:31]1)[CH:26]=[CH:25]2>>[O:1]=[C:2]1[c:3]2[c:4]([cH:15][c:16]([CH2:19][CH2:20][OH:21])[cH:17][cH:18]2)[S:5](=[O:13])(=[O:14])[c:6]2[c:7]([cH:9][cH:10][cH:11][cH:12]2)[CH2:8]1. RXN SMILES: [CH3:1][C:2]1[C:3]([N:9]2[CH2:14][CH2:13][N:12]([C:15]([C:17]3[CH:22]=[CH:21][C:20]([N:23]4[C:27]([CH3:29])([CH3:28])[CH2:26][N:25](CC5C=CC(OC)=CC=5)[C:24]4=[O:39])=[CH:19][C:18]=3[F:40])=[O:16])[CH2:11][CH2:10]2)=[N:4][CH:5]=[C:6]([CH3:8])[CH:7]=1.FC(F)(F)S(O)(=O)=O.C(=O)([O-])O.[Na+]>ClCCl>[CH3:1][C:2]1[C:3]([N:9]2[CH2:10][CH2:11][N:12]([C:15]([C:17]3[CH:22]=[CH:21][C:20]([N:23]4[C:27]([CH3:28])([CH3:29])[CH2:26][NH:25][C:24]4=[O:39])=[CH:19][C:18]=3[F:40])=[O:16])[CH2:13][CH2:14]2)=[N:4][CH:5]=[C:6]([CH3:8])[CH:7]=1 |f:2.3|. Procedure details: To a mixture of (4-bromo-2-fluorophenyl) [4-(3,5-dimethylpyridin-2-yl)piperazin-1-yl]methanone (157 mg) described in Preparation Example 114, 1-(4-methoxybenzyl)-4,4-dimethylimidazolidin-2-one (112 mg) described in Preparation Example 54, cesium carbonate (261 mg) and copper(I) iodide (38 mg) were added 1,4-dioxane (10 mL) and N,N′-dimethylethylenediamine (43 μL), and the mixture was stirred with heating under reflux for 32 hr. The reaction mixture was cooled, water was added, and the mixture wa... Yields the product CC=1C(=NC=C(C1)C)N1CCN(CC1)C(=O)C1=C(C=C(C=C1)N1C(NCC1(C)C)=O)F (1-{4-[4-(3,5-dimethylpyridin-2-yl)piperazine-1-carbonyl]-3-fluorophenyl}-5,5-dimethylimidazolidin-2-one). The solvent is ClCCl (dichloromethane). Conditions: time 4 hour. The reactants are FC(S(=O)(=O)O)(F)F (trifluoromethanesulfonic acid), CC=1C(=NC=C(C1)C)N1CCN(CC1)C(=O)C1=C(C=C(C=C1)N1C(N(CC1(C)C)CC1=CC=C(C=C1)OC)=O)F (3-{4-[4-(3,5-dimethylpyridin-2-yl)piperazine-1-carbonyl]-3-fluorophenyl}-1-(4-methoxybenzyl)-4,4-dimethylimidazolidin-2-one), C(O)([O-])=O.[Na+] (sodium hydrogen carbonate). Reactants: CNC1=C(C#N)C=CC(=C1)CCN1CCNCC1 (2-(methylamino)-4-(2-piperazin-1-ylethyl)benzonitrile), O=C1OCC2=C1C=CC(=C2)CC=O ((1-oxo-1,3-dihydro-2-benzofuran-5-yl)acetaldehyde), [BH-](OC(=O)C)(OC(=O)C)OC(=O)C.[Na+] (NaBH(OAc)3). The solvent is C(Cl)Cl (DCM), C(Cl)Cl (DCM). Product: CNC1=C(C#N)C=CC(=C1)CCN1CCN(CC1)CCC1=CC2=C(C(OC2)=O)C=C1 (2-(methylamino)-4-(2-{4-[2-(1-oxo-1,3-dihydro-2-benzofuran-5-yl)ethyl]piperazin-1-yl}ethyl)benzonitrile). As a reaction SMILES: [CH3:1][NH:2][C:3]1[CH:10]=[C:9]([CH2:11][CH2:12][N:13]2[CH2:18][CH2:17][NH:16][CH2:15][CH2:14]2)[CH:8]=[CH:7][C:4]=1[C:5]#[N:6].[O:19]=[C:20]1[C:24]2[CH:25]=[CH:26][C:27]([CH2:29][CH:30]=O)=[CH:28][C:23]=2[CH2:22][O:21]1.[BH-](OC(C)=O)(OC(C)=O)OC(C)=O.[Na+]>C(Cl)Cl>[CH3:1][NH:2][C:3]1[CH:10]=[C:9]([CH2:11][CH2:12][N:13]2[CH2:14][CH2:15][N:16]([CH2:30][CH2:29][C:27]3[CH:26]=[CH:25][C:24]4[C:20](=[O:19])[O:21][CH2:22][C:23]=4[CH:28]=3)[CH2:17][CH2:18]2)[CH:8]=[CH:7][C:4]=1[C:5]#[N:6] |f:2.3|. Procedure details: A solution of crude 2-(methylamino)-4-(2-piperazin-1-ylethyl)benzonitrile (˜18 mg, 0.05 mmol), (1-oxo-1,3-dihydro-2-benzofuran-5-yl)acetaldehyde (9 mg, 0.05 mmol) and NaBH(OAc)3 (100 mg, 0.47 mmol) in 10 mL of anhydrous DCM was stirred at ambient temperature overnight. The reaction mixture was added 50 mL of DCM and washed with brine. The organic layer was dried over anhydrous sodium sulfate and concentrated. The residue was purified with prep-TLC to afford 2-(methylamino)-4-(2-{4-[2-(1-oxo-1,3-... Starting materials: BrC1=CC2=C(OCCC(=C2C)CO)C=C1 ((7-bromo-5-methyl-2,3-dihydrobenzo[b]oxepin-4-yl)methanol), CCN(C(C)C)C(C)C (DIPEA), C(C)OCC (diethyl ether), CS(=O)(=O)Cl (methanesulfonyl chloride). The solvent is ClCCl (dichloromethane). Reaction conditions: time 18 hour. Product: BrC1=CC2=C(OCCC(=C2C)CCl)C=C1 (7-bromo-4-(chloromethyl)-5-methyl-2,3-dihydrobenzo[b]oxepine). Isolated yield 125.0%. Reaction SMILES: [Br:1][C:2]1[CH:15]=[CH:14][C:5]2[O:6][CH2:7][CH2:8][C:9]([CH2:12]O)=[C:10]([CH3:11])[C:4]=2[CH:3]=1.CCN(C(C)C)C(C)C.CS([Cl:29])(=O)=O.C(OCC)C>ClCCl>[Br:1][C:2]1[CH:15]=[CH:14][C:5]2[O:6][CH2:7][CH2:8][C:9]([CH2:12][Cl:29])=[C:10]([CH3:11])[C:4]=2[CH:3]=1. Reported procedure: To a solution of (7-bromo-5-methyl-2,3-dihydrobenzo[b]oxepin-4-yl)methanol from step H6 (1.53 g, 5.68 mmol) in dichloromethane (10 mL) was added DIPEA (2.98 mL, 17.1 mmol) followed by methanesulfonyl chloride (0.886 mL, 11.4 mmol) at 0° C. The mixture was allowed to gradually warm up to rt. After 18 h at rt, diethyl ether (50 mL) was added, the mixture was washed with water, and the organic layer was separated, dried over sodium sulfate, filtered, and concentrated in vacuo to give 7-bromo-4-(chl... Reaction conditions: time 30 minute. As a reaction SMILES: [C:1]1([C:10]2C(=[CH:15][CH:16]=[CH:17][CH:18]=2)C(O)=O)[C:2](=[CH:6][CH:7]=[CH:8][CH:9]=1)[C:3](O)=[O:4].[C:19](Cl)(=O)[C:20]([Cl:22])=[O:21].C(Cl)[Cl:26]>CN(C)C=O>[C:1]1([C:10]2[C:19](=[CH:15][CH:16]=[CH:17][CH:18]=2)[C:20]([Cl:22])=[O:21])[C:2](=[CH:6][CH:7]=[CH:8][CH:9]=1)[C:3]([Cl:26])=[O:4]. Reactants: resultant solution, C=1(C(C(=O)O)=CC=CC1)C=1C(C(=O)O)=CC=CC1 (diphenic acid), C(Cl)Cl (methylene chloride), C(C(=O)Cl)(=O)Cl (oxalylchloride), resultant solution. The product is C=1(C(C(=O)Cl)=CC=CC1)C=1C(C(=O)Cl)=CC=CC1 (diphenic acid chloride). Reported procedure: 24.2 g of diphenic acid (biphenyl-2,2'-dicarboxylic acid) were dissolved in 200 ml of methylene chloride and 1 ml of N,N-dimethylformamide, and 27.9 g of oxalylchloride were dropped in the resultant solution under stirring at room temperature over 30 minutes. After the dropping, the resultant solution was reacted at room temperature for one hour, and the reaction solution was thickened in aspirator vacuum. Methylene chloride and an excessive amount of oxalylchloride were removed from the thicken... Run in CN(C=O)C (N,N-dimethylformamide).